Dataset: the Open Reaction Database (ORD), a public repository of structured organic reaction records. Task: describe an organic reaction: reactants, conditions, products, and yield The reactants are Cl (HCl), [C@@H]1([C@H](C1)C(=O)OCC)C(=O)OCC (diethyl cis-1,2-cyclopropanedicarboxylate), [OH-].[Na+] (sodium hydroxide), C(C)O (ethanol). Run in O (water). Reaction conditions: time 8 hour. Yields the product [C@@H]1([C@H](C1)C(=O)O)C(=O)O (cis-1,2-cyclopropanedicarboxylic acid). The yield is 95.9%. As a reaction SMILES: [C@@H:1]1([C:9]([O:11]CC)=[O:10])[CH2:3][C@@H:2]1[C:4]([O:6]CC)=[O:5].[OH-].[Na+].C(O)C.Cl>O>[C@@H:1]1([C:9]([OH:11])=[O:10])[CH2:3][C@@H:2]1[C:4]([OH:6])=[O:5] |f:1.2|. Procedure details: A stirred mixture of diethyl cis-1,2-cyclopropanedicarboxylate (53.0 g, 284.6 mmol) and sodium hydroxide (32.4 g, 809.1 mmol) in water (200 mL) was heated at reflux for 5 h. The mixture was then allowed to stir at room temperature overnight. The ethanol formed was evaporated under reduced pressure and the remaining aqueous solution was acidified with a slight excess of concentrated aqueous HCl (74.8 mL, 92.8 mmol). The mixture was evaporated to dryness under reduced pressure, and the residue was... Starting materials: ClC=1C(=NC=C(C1)Cl)C(CNC(OC(C)(C)C)=O)=NOCC(F)(F)F (tert-butyl N-[2-(3,5-dichloropyridin-2-yl)-2-(2,2,2-trifluoroethoxyimino)ethyl]carbamate), Cl (hydrogen chloride). Solvent: O1CCOCC1 (1,4-dioxane), O1CCOCC1 (1,4-dioxane). Run at time 3 hour. The product is Cl.FC(CON=C(CN)C1=NC=C(C=C1Cl)Cl)(F)F (2-amino-1-(3,5-dichloropyridin-2-yl)ethanone-O-(2,2,2-trifluoroethyl)oxime hydrochloride). Isolated yield 150.3%. As a reaction SMILES: [Cl:1][C:2]1[C:3]([C:9](=[N:19][O:20][CH2:21][C:22]([F:25])([F:24])[F:23])[CH2:10][NH:11]C(=O)OC(C)(C)C)=[N:4][CH:5]=[C:6]([Cl:8])[CH:7]=1.Cl>O1CCOCC1>[ClH:1].[F:24][C:22]([F:23])([F:25])[CH2:21][O:20][N:19]=[C:9]([C:3]1[C:2]([Cl:1])=[CH:7][C:6]([Cl:8])=[CH:5][N:4]=1)[CH2:10][NH2:11] |f:3.4|. Reported procedure: To 4.9 g of tert-butyl N-[2-(3,5-dichloropyridin-2-yl)-2-(2,2,2-trifluoroethoxyimino)ethyl]carbamate in 5 ml of 1,4-dioxane, 25 ml of a 1,4-dioxane solution (4 mol/L) of hydrogen chloride was added, and the mixture was stirred at room temperature for 3 hours. After completion of the reaction, the solvent was evaporated under reduced pressure, and the resulting residue was washed with 20 ml of hexane to obtain 3.1 g of the desired product as pale brown crystals. Starting materials: CC(N)c1ccc(Br)cc1, CN=C=O, ClCCl. The product is CNC(=O)NC(C)c1ccc(Br)cc1. Reaction SMILES: [Br:1][c:2]1[cH:3][cH:4][c:5]([CH:8]([CH3:9])[NH2:10])[cH:6][cH:7]1.[CH3:11][N:12]=[C:13]=[O:14].[Cl:15][CH2:16][Cl:17]>>[Br:1][c:2]1[cH:3][cH:4][c:5]([CH:8]([CH3:9])[NH:10][C:13]([NH:12][CH3:11])=[O:14])[cH:6][cH:7]1. Starting materials: FC1C(CCNCC1)NC(OC(C)(C)C)=O (tert-butyl 5-fluoroazepan-4-ylcarbamate), CCN(C(C)C)C(C)C (DIPEA), ClC1=C(C=NN1C)[N+](=O)[O-] (5-chloro-1-methyl-4-nitro-1H-pyrazole). The solvent is CCO (EtOH). Reaction conditions: temperature 130 celsius. The product is FC1C(CCN(CC1)C1=C(C=NN1C)[N+](=O)[O-])NC(OC(C)(C)C)=O (tert-butyl 5-fluoro-1-(1-methyl-4-nitro-1H-pyrazol-5-yl)azepan-4-ylcarbamate). The yield is 13.6%. RXN SMILES: [F:1][CH:2]1[CH2:8][CH2:7][NH:6][CH2:5][CH2:4][CH:3]1[NH:9][C:10](=[O:16])[O:11][C:12]([CH3:15])([CH3:14])[CH3:13].CCN(C(C)C)C(C)C.Cl[C:27]1[N:31]([CH3:32])[N:30]=[CH:29][C:28]=1[N+:33]([O-:35])=[O:34]>CCO>[F:1][CH:2]1[CH2:8][CH2:7][N:6]([C:27]2[N:31]([CH3:32])[N:30]=[CH:29][C:28]=2[N+:33]([O-:35])=[O:34])[CH2:5][CH2:4][CH:3]1[NH:9][C:10](=[O:16])[O:11][C:12]([CH3:13])([CH3:15])[CH3:14]. Procedure details: To a solution of tert-butyl 5-fluoroazepan-4-ylcarbamate (310 mg, 1.34 mmol) in EtOH (4 mL) was added DIPEA (1 ml, 5.7 mmol) and 5-chloro-1-methyl-4-nitro-1H-pyrazole (216 mg, 1.34 mmol). The reaction mixture was heated at 130° C. in a microwave for 8 hr. The solvent was removed under reduced pressure and the residue was purified via silica gel column chromatography (30-40% EtOAc/isohexane) to give the two trans (anti) isomers, tert-butyl 5-fluoro-1-(1-methyl-4-nitro-1H-pyrazol-5-yl)azepan-4-ylc... Starting materials: C(C)OC(C(F)(F)C1=CC(=CC=C1)Cl)=O ((3-chloro-phenyl)-difluoro-acetic acid ethyl ester), [BH4-].[Na+] (sodium borohydride). Reaction SMILES: C([O:3][C:4](=O)[C:5]([C:8]1[CH:13]=[CH:12][CH:11]=[C:10]([Cl:14])[CH:9]=1)([F:7])[F:6])C.[BH4-].[Na+]>CO>[Cl:14][C:10]1[CH:9]=[C:8]([C:5]([F:6])([F:7])[CH2:4][OH:3])[CH:13]=[CH:12][CH:11]=1 |f:1.2|. Procedure details: 1.00 g (4.26 mmol) (3-chloro-phenyl)-difluoro-acetic acid ethyl ester (prepared according to the procedure described in WO 2006/122788) were dissolved in 100 ml of methanol and treated in an ice bath with 120 mg (0.75 mmol) of sodium borohydride. After stirring overnight the mixture was evaporated and the residue was purified by silica gel chromatography (DCM/methanol 98:2) to give 700 mg of the title compound. Reaction conditions: time 8 hour. Solvent: CO (methanol). Yield: 85.3%. The product is ClC=1C=C(C=CC1)C(CO)(F)F (2-(3-Chloro-phenyl)-2,2-difluoro-ethanol).